Dataset: the Open Reaction Database (ORD), a public repository of structured organic reaction records. Task: describe an organic reaction: reactants, conditions, products, and yield Starting materials: Cl (HCl), [H-].[Al+3].[Li+].[H-].[H-].[H-] (lithium aluminum hydride), [H-].[Al+3].[Li+].[H-].[H-].[H-] (LAH), CCC(=O)O[C@H]1CC(=O)N(C2=C(C(=CC(=C2)C/C(=C/C=C/[C@H]([C@]3(C[C@@H]([C@H]([C@H]4[C@]1(O4)C)C)OC(=O)N3)O)OC)/C)OC)Cl)C (ansamitocin P-2). Solvent: O1CCCC1 (tetrahydrofuran). Run at temperature -50 celsius, time 2 hour. Product: CC1C2CC(C(/C=C/C=C(/CC3=CC(=C(C(=C3)OC)Cl)N(C(=O)CC(C4(C1O4)C)O)C)\C)OC)(NC(=O)O2)O (maytansinol). As a reaction SMILES: CCC([O:5][C@@H:6]1[C@:28]2([CH3:30])[O:29][C@H:27]2[C@H:26]([CH3:31])[C@H:25]2[O:32][C:33]([NH:35][C@:23]([OH:36])([CH2:24]2)[C@H:22]([O:37][CH3:38])[CH:21]=[CH:20][CH:19]=[C:18]([CH3:39])[CH2:17][C:15]2=[CH:16][C:11](=[C:12]([Cl:42])[C:13]([O:40][CH3:41])=[CH:14]2)[N:10]([CH3:43])[C:8](=[O:9])[CH2:7]1)=[O:34])=O.[H-].[Al+3].[Li+].[H-].[H-].[H-].Cl>O1CCCC1>[CH3:31][CH:26]1[CH:27]2[O:29][C:28]2([CH3:30])[CH:6]([OH:5])[CH2:7][C:8](=[O:9])[N:10]([CH3:43])[C:11]2=[C:12]([Cl:42])[C:13]([O:40][CH3:41])=[CH:14][C:15](=[CH:16]2)[CH2:17][C:18]([CH3:39])=[CH:19][CH:20]=[CH:21][CH:22]([O:37][CH3:38])[C:23]2([OH:36])[NH:35][C:33]([O:32][CH:25]1[CH2:24]2)=[O:34] |f:1.2.3.4.5.6|. Procedure details: In 800 ml of dry tetrahydrofuran (THF) is dissolved 15.0 g of Ansamitocin antibiotic mixture (12% of ansamitocin P-2, 71% of P-3 and 17% of P-4) and under dry nitrogen gas streams, the solution is cooled to -50° C. in a dry ice-acetone bath. Then, 13.0 g of lithium aluminum hydride (LAH) is added in a single dose and the mixture is stirred at -50° C. to -22° C. for 2 hours. Then, at -28° C., a further 3 g of LAH is added and the reaction mixture is stirred at -28° C. to -22° C. for 80 minutes. T... Reactants: CO, O=c1ccn(C2CCC(CO)O2)c(=O)[nH]1, ClI. Yields the product O=c1[nH]c(=O)n(C2CCC(CO)O2)cc1I. Reaction SMILES: [CH3:18][OH:19].[CH:1]1([n:8]2[c:9](=[O:10])[nH:11][c:12](=[O:13])[cH:14][cH:15]2)[CH2:2][CH2:3][CH:4]([CH2:5][OH:6])[O:7]1.[I:16][Cl:17]>>[CH:1]1([n:8]2[c:9](=[O:10])[nH:11][c:12](=[O:13])[c:14]([I:16])[cH:15]2)[CH2:2][CH2:3][CH:4]([CH2:5][OH:6])[O:7]1.